This data is from the Open Reaction Database (ORD), a public repository of structured organic reaction records. The task is: describe an organic reaction: reactants, conditions, products, and yield Starting materials: NC1=C(C=CC=C1C)O (2-amino-3-methylphenol), C(C)OC(C(=O)OCC)(OCC)OCC (ethyl triethoxyacetate). Conditions: temperature 110 celsius, time 8 hour. The product is C(C)OC(=O)C=1OC2=C(N1)C(=CC=C2)C (4-methyl-benzooxazole-2-carboxylic acid ethyl ester). The yield is 81.8%. Reaction SMILES: [NH2:1][C:2]1[C:7]([CH3:8])=[CH:6][CH:5]=[CH:4][C:3]=1[OH:9].[CH2:10]([O:12][C:13](OCC)([O:19]CC)[C:14](OCC)=O)[CH3:11]>>[CH2:10]([O:12][C:13]([C:14]1[O:9][C:3]2[CH:4]=[CH:5][CH:6]=[C:7]([CH3:8])[C:2]=2[N:1]=1)=[O:19])[CH3:11]. Procedure details: To 2-amino-3-methylphenol (1 g, 8.1 mmol) was added ethyl triethoxyacetate (5.4 g, 3 eq). The mixture was stirred at 110° C. overnight. The reaction mixture was cooled and triturated with hexane. Filtration gave 1.36 g of 4-methyl-benzooxazole-2-carboxylic acid ethyl ester as a white solid. Starting materials: O=C(Oc1ccccc1)Oc1ccccc1, CCCCCC, CN(C)C=O, ClC(Cl)Cl, [H-], CC(=O)c1sc(N)nc1C, [Na+]. Yields the product CC(=O)c1sc(NC(=O)Oc2ccccc2)nc1C. As a reaction SMILES: [C:13]([O:14][c:15]1[cH:16][cH:17][cH:18][cH:19][cH:20]1)([O:21][c:23]1[cH:24][cH:25][cH:26][cH:27][cH:28]1)=[O:22].[CH3:29][CH2:30][CH2:31][CH2:32][CH2:33][CH3:34].[CH3:35][N:36]([CH3:37])[CH:38]=[O:39].[CH:40]([Cl:41])([Cl:42])[Cl:43].[H-:1].[NH2:3][c:4]1[s:5][c:6]([C:10]([CH3:11])=[O:12])[c:7]([CH3:9])[n:8]1.[Na+:2]>>[NH:3]([c:4]1[s:5][c:6]([C:10]([CH3:11])=[O:12])[c:7]([CH3:9])[n:8]1)[C:13]([O:14][c:15]1[cH:16][cH:17][cH:18][cH:19][cH:20]1)=[O:21].